Dataset: the Open Reaction Database (ORD), a public repository of structured organic reaction records. Task: describe an organic reaction: reactants, conditions, products, and yield The reactants are COC(=O)C=Cc1ccccc1, C[N+](=O)[O-]. As a reaction SMILES: [C:1]([CH:2]=[CH:3][c:4]1[cH:5][cH:6][cH:7][cH:8][cH:9]1)(=[O:10])[O:11][CH3:12].[N+:13](=[O:14])([O-:15])[CH3:16]>>[C:1]([CH2:2][CH:3]([c:4]1[cH:5][cH:6][cH:7][cH:8][cH:9]1)[CH2:16][N+:13](=[O:14])[O-:15])(=[O:10])[O:11][CH3:12]. Yields the product COC(=O)CC(C[N+](=O)[O-])c1ccccc1. The reactants are COc1ccc(Cn2cc(-c3nc(Nc4ccccn4)ns3)cn2)cc1, O=C(O)C(F)(F)F, [Na+], [OH-]. Yields the product c1ccc(Nc2nsc(-c3cn[nH]c3)n2)nc1. Reaction SMILES: [CH3:1][O:2][c:3]1[cH:4][cH:5][c:6]([CH2:7][n:8]2[n:9][cH:10][c:11](-[c:13]3[n:14][c:15]([NH:18][c:19]4[n:20][cH:21][cH:22][cH:23][cH:24]4)[n:16][s:17]3)[cH:12]2)[cH:25][cH:26]1.[F:29][C:30]([F:31])([F:32])[C:33]([OH:34])=[O:35].[Na+:28].[OH-:27]>>[n:8]1[nH:9][cH:10][c:11](-[c:13]2[n:14][c:15]([NH:18][c:19]3[n:20][cH:21][cH:22][cH:23][cH:24]3)[n:16][s:17]2)[cH:12]1. Reactants: CC=1C=C(C(=O)OC)C=C(C1)C(CCCC)=O (methyl 3-methyl-5-pentanoylbenzoate), C1CCOC1.CO.[OH-].[Na+] (THF methanol sodium hydroxide). The solvent is CO (methanol), C(C)(=O)OCC (ethyl acetate). Product: CC=1C=C(C(=O)O)C=C(C1)C(CCCC)=O (3-methyl-5-pentanoylbenzoic acid). Reaction SMILES: [CH3:1][C:2]1[CH:3]=[C:4]([CH:9]=[C:10]([C:12](=[O:17])[CH2:13][CH2:14][CH2:15][CH3:16])[CH:11]=1)[C:5]([O:7]C)=[O:6].C1COCC1.CO.[OH-].[Na+]>CO.C(OCC)(=O)C>[CH3:1][C:2]1[CH:3]=[C:4]([CH:9]=[C:10]([C:12](=[O:17])[CH2:13][CH2:14][CH2:15][CH3:16])[CH:11]=1)[C:5]([OH:7])=[O:6] |f:1.2.3.4|. Reported procedure: A mixture of methyl 3-methyl-5-pentanoylbenzoate (LXXVI, step 2. 133 mg, 0.605 mmol) in methanol (1 mL) is stirred with tetrahydrofuran/methanol/sodium hydroxide (2 N) (3/1/1, 3 mL) for 3 days. The reaction mixture is diluted with ethyl acetate and washed with water. The aqueous phase is separated and acidified with hydrochloric acid (1 N) and extracted with methylene chloride. The organic phase is dried (sodium sulfate), filtered, and concentrated under reduced pressure to give 3-methyl-5-penta... The reactants are ice water, ClC1=CC=C(C=C1)S(=O)(=O)NCC1CC2=CC=CC=C2C1 (2-[(4-chlorophenyl)sulfonylaminomethyl)indan), ClC(C(=O)OCC)SC (ethyl alpha-chloro-alpha-(methylthio)acetate), stannic chloride. Reagents/catalysts: [Zn] (zinc). Run in C(Cl)Cl (methylene chloride), C(C)(=O)O (acetic acid). Conditions: temperature 110 celsius, time 3 hour. Product: ClC1=CC=C(C=C1)S(=O)(=O)NCC1CC2=CC=C(C=C2C1)CC(=O)OCC (Ethyl [2-[(4-chlorophenyl)sulfonylaminomethyl)indan-5-yl]acetate). Isolated yield 82.0%. Reaction SMILES: [Cl:1][C:2]1[CH:7]=[CH:6][C:5]([S:8]([NH:11][CH2:12][CH:13]2[CH2:21][C:20]3[C:15](=[CH:16][CH:17]=[CH:18][CH:19]=3)[CH2:14]2)(=[O:10])=[O:9])=[CH:4][CH:3]=1.Cl[CH:23](SC)[C:24]([O:26][CH2:27][CH3:28])=[O:25]>C(Cl)Cl.C(O)(=O)C.[Zn]>[Cl:1][C:2]1[CH:3]=[CH:4][C:5]([S:8]([NH:11][CH2:12][CH:13]2[CH2:21][C:20]3[C:15](=[CH:16][CH:17]=[C:18]([CH2:23][C:24]([O:26][CH2:27][CH3:28])=[O:25])[CH:19]=3)[CH2:14]2)(=[O:10])=[O:9])=[CH:6][CH:7]=1. Procedure: 16.1 g (50.0 mmol) of [2-[(4-chlorophenyl)sulfonylaminomethyl)indan and 9.27 g (55.0 mmol) of ethyl alpha-chloro-alpha-(methylthio)acetate were dissolved in 50 ml of methylene chloride, to which 6.44 ml (55.0 mmol) of stannic chloride was slowly added dropwise. After stirring for 3 hours, the reaction mixture was poured into ice-water, and the organic phase was collected, washed, dried and condensed. The residue was dissolved in 180 ml of acetic acid, added with 40 g of zinc powder and heated at... The reactants are C(#N)C1=C(C=CC=C1)C1=CC(=C(N)C=C1)[N+](=O)[O-] (4-(2-Cyanophenyl)-2-nitroaniline). The reagents and catalysts are [Pd] (Pd/C). Run in C(C)O (ethanol). Yields the product NC=1C=C(C=CC1N)C1=C(C#N)C=CC=C1 (2-(3,4-Diaminophenyl)benzonitrile). RXN SMILES: [C:1]([C:3]1[CH:8]=[CH:7][CH:6]=[CH:5][C:4]=1[C:9]1[CH:15]=[CH:14][C:12]([NH2:13])=[C:11]([N+:16]([O-])=O)[CH:10]=1)#[N:2]>C(O)C.[Pd]>[NH2:16][C:11]1[CH:10]=[C:9]([C:4]2[CH:5]=[CH:6][CH:7]=[CH:8][C:3]=2[C:1]#[N:2])[CH:15]=[CH:14][C:12]=1[NH2:13]. Procedure details: 4-(2-Cyanophenyl)-2-nitroaniline (0.042 moles,10 g.) was dissolved in 200 ml ethanol and hydrogenated at 40 psi over 10 g of 10% Pd/C. The solution was filtered, concentrated, and purified by HPLC eluted with a gradient of 0-50% ethyl acetate in toluene. (MS) The reactants are N=1C=C(N2C1SC1=C2CCCCC1)C(C)=O (1-(6,7,8,9-tetrahydro-5H-cyclohept[d]imidazo[2,1-b]thiazol-3-yl)ethanone), FC1=C(C=O)C=CC=C1F (2,3-difluorobenzaldehyde). The product is FC1=C(C=CC=C1F)C=CC(=O)C1=CN=C2SC3=C(N21)CCCCC3 (3-(2,3-Difluorophenyl)-1-(6,7,8,9-tetrahydro-5H-cyclohept[d]imidazo[2,1-b]thiazol-3-yl)-2-propene-1-one). RXN SMILES: [N:1]1[CH:2]=[C:3]([C:14](=[O:16])[CH3:15])[N:4]2[C:8]3[CH2:9][CH2:10][CH2:11][CH2:12][CH2:13][C:7]=3[S:6][C:5]=12.[F:17][C:18]1[C:25]([F:26])=[CH:24][CH:23]=[CH:22][C:19]=1[CH:20]=O>>[F:17][C:18]1[C:25]([F:26])=[CH:24][CH:23]=[CH:22][C:19]=1[CH:20]=[CH:15][C:14]([C:3]1[N:4]2[C:5]([S:6][C:7]3[CH2:13][CH2:12][CH2:11][CH2:10][CH2:9][C:8]=32)=[N:1][CH:2]=1)=[O:16]. Procedure: 1-(6,7,8,9-tetrahydro-5H-cyclohept[d]imidazo[2,1-b]thiazol-3-yl)ethanone (Formula N-4), 1.87 g and 2,3-difluorobenzaldehyde (1.39 g) were condensed by non-critical variations in PREPARATION 15 to provide 3-(2,3-Difluorophenyl)-1-(6,7,8,9-tetrahydro-5H-cyclohept[d]imidazo[2,1-b]thiazol-3-yl)-2-propene-1-one (Formula N-5, X=2,3-difluoro), 1.35 g, m.p. 193-195°.